This data is from the Open Reaction Database (ORD), a public repository of structured organic reaction records. The task is: describe an organic reaction: reactants, conditions, products, and yield Reactants: C(C)=O (acetaldehyde), BrC1=NN(C(=N1)Br)C (3,5-dibromo-1-methyl-1H-1,2,4-triazole), C(CCC)[Li] (n-butyllithium), hexanes. Run in O1CCCC1 (tetrahydrofuran), O1CCCC1 (tetrahydrofuran). Reaction conditions: temperature -75 celsius, time 20 minute. Product: BrC=1N=C(N(N1)C)C(C)O (1-(5-bromo-2-methyl-2H-[1,2,4]triazol-3-yl)-ethanol). Isolated yield 73.0%. RXN SMILES: [Br:1][C:2]1[N:6]=[C:5](Br)[N:4]([CH3:8])[N:3]=1.C([Li])CCC.[CH:14](=[O:16])[CH3:15]>O1CCCC1>[Br:1][C:2]1[N:6]=[C:5]([CH:14]([OH:16])[CH3:15])[N:4]([CH3:8])[N:3]=1. Reported procedure: To a solution of 3,5-dibromo-1-methyl-1H-1,2,4-triazole (2.634 g, 10.9 mmol, Eq: 1.00) in tetrahydrofuran (184 ml) was added dropwise at −78° C. under argon atmosphere n-butyllithium 1.6 M in hexanes (6.83 ml, 10.9 mmol, Eq: 1.00). The resulting mixture was stirred for 20 minutes at −75° C. then a solution of acetaldehyde (1.2 g, 1.54 ml, 27.3 mmol, Eq: 2.5) in tetrahydrofuran (36.9 ml) was added slowly and stirring at −75° C. was continued for further 1.5 hours. The mixture was quenched with sa...